The task is: describe an organic reaction: reactants, conditions, products, and yield. This data is from the Open Reaction Database (ORD), a public repository of structured organic reaction records. Starting materials: CC(C)CNN, COc1ccc(CSC2CC(C(=O)O)N(S(=O)(=O)c3ccc4ccccc4c3)C2)cc1, CC(=O)O, ClCCl, [Na+], O=C([O-])O, O, O=c1ccccn1O, O=S(=O)(O)O. The product is COc1ccc(CSC2CC(C(=O)NNCC(C)C)N(S(=O)(=O)c3ccc4ccccc4c3)C2)cc1. As a reaction SMILES: [CH2:45]([CH:46]([CH3:47])[CH3:48])[NH:49][NH2:50].[CH3:1][O:2][c:3]1[cH:4][cH:5][c:6]([CH2:7][S:8][CH:9]2[CH2:10][CH:11]([C:27](=[O:28])[OH:29])[N:12]([S:14](=[O:15])(=[O:16])[c:17]3[cH:18][c:19]4[cH:20][cH:21][cH:22][cH:23][c:24]4[cH:25][cH:26]3)[CH2:13]2)[cH:30][cH:31]1.[CH3:51][C:52](=[O:53])[OH:54].[Cl:55][CH2:56][Cl:57].[Na+:63].[O-:59][C:60]([OH:61])=[O:62].[OH2:58].[OH:32][n:33]1[cH:34][cH:35][cH:36][cH:37][c:38]1=[O:39].[S:40]([OH:41])([OH:42])(=[O:43])=[O:44]>>[CH3:1][O:2][c:3]1[cH:4][cH:5][c:6]([CH2:7][S:8][CH:9]2[CH2:10][CH:11]([C:27](=[O:29])[NH:50][NH:49][CH2:45][CH:46]([CH3:47])[CH3:48])[N:12]([S:14](=[O:15])(=[O:16])[c:17]3[cH:18][c:19]4[cH:20][cH:21][cH:22][cH:23][c:24]4[cH:25][cH:26]3)[CH2:13]2)[cH:30][cH:31]1. The reactants are O=C([O-])O, CC(=O)[O-], CC(=O)O, Cc1ccccc1, [NH4+], [Na+], O=C1C(=CO)C(c2ccccc2)Oc2ccccc21. Product: NC=C1C(=O)c2ccccc2OC1c1ccccc1. Reaction SMILES: [C:29](=[O:30])([OH:31])[O-:32].[CH3:21][C:22](=[O:23])[O-:24].[CH3:25][C:26](=[O:27])[OH:28].[CH3:34][c:35]1[cH:36][cH:37][cH:38][cH:39][cH:40]1.[NH4+:20].[Na+:33].[OH:1][CH:2]=[C:3]1[CH:4]([c:14]2[cH:15][cH:16][cH:17][cH:18][cH:19]2)[O:5][c:6]2[cH:7][cH:8][cH:9][cH:10][c:11]2[C:12]1=[O:13]>>[CH:2](=[C:3]1[CH:4]([c:14]2[cH:15][cH:16][cH:17][cH:18][cH:19]2)[O:5][c:6]2[cH:7][cH:8][cH:9][cH:10][c:11]2[C:12]1=[O:13])[NH2:20]. The reactants are CC1(C(=C(C(O1)=O)OC(C(=O)OC)C)C1=CC=C(C=C1)S(=O)(=O)C)C (Methyl 2-((5,5-dimethyl-4-(4-methylsulfonylphenyl)-2-oxo-2,5-dihydro-3-furanyl)oxy)propanoate), [Li+].[BH4-] (LiBH4). The solvent is C(Cl)Cl (CH2Cl2), CCOCC (Et2O). Product: OCC(OC=1C(OC(C1C1=CC=C(C=C1)S(=O)(=O)C)(C)C)=O)C (3-(2-Hydroxy-1-methylethoxy)-5,5-dimethyl-4-(4-methylsulfonylphenyl)-5H-furan-2-one). Yield: 26.3%. RXN SMILES: [CH3:1][C:2]1([CH3:25])[O:6][C:5](=[O:7])[C:4]([O:8][CH:9]([CH3:14])[C:10](OC)=[O:11])=[C:3]1[C:15]1[CH:20]=[CH:19][C:18]([S:21]([CH3:24])(=[O:23])=[O:22])=[CH:17][CH:16]=1.[Li+].[BH4-]>C(Cl)Cl.CCOCC>[OH:11][CH2:10][CH:9]([CH3:14])[O:8][C:4]1[C:5](=[O:7])[O:6][C:2]([CH3:1])([CH3:25])[C:3]=1[C:15]1[CH:16]=[CH:17][C:18]([S:21]([CH3:24])(=[O:23])=[O:22])=[CH:19][CH:20]=1 |f:1.2|. Procedure details: To the ester of Step 1 (1.13 g, 3.07 mmol) in CH2Cl2 (30 mL) and Et2O 50 mL was added at 0∞C. LiBH4 (80 mg, 3.68 mmol). The reaction mixture was stirred at room temperature until completion. The reaction mixture was partitioned between 25% NH4OAc and EtOAc. The organic phase was separated, dried over Na2SO4 and evaporated. The title compound (275 mg) was obtained as a white solid after purification by flash chromatography. The reactants are C(CCl)Cl (EDC), C(C)(C)(C)OC(=O)NCC1=NC(=NO1)[C@H]1N(CC(C1)=NOC)C(=O)C1=CC=C(C=C1)C1=CC=CC=C1 (4-{[(2S,4EZ)-2-(5-{[(tert-butoxycarbonyl)amino]methyl}-1,2,4-oxadiazol-3-yl)-4-(methoxyimino)pyrrolidinyl]carbonyl}-1,1′-biphenyl), C(=O)(C(F)(F)F)O.C(Cl)Cl (TFA DCM), N1(CCCCC1)CCC(=O)O (3-(1-piperidinyl)propanoic acid), C([O-])([O-])=O.[Na+].[Na+] (sodium carbonate). The reagents and catalysts are CN(C)C=1C=CN=CC1 (DMAP). Conditions: temperature 0 celsius, time 1 hour. Product: C1(=CC=C(C=C1)C(=O)N1[C@@H](CC(C1)=NOC)C1=NOC(=N1)CNC(CCN1CCCCC1)=O)C1=CC=CC=C1 (N-({3-[(2S,4EZ)-1-([1,1′-biphenyl]-4-ylcarbonyl)-4-(methoxyimino)pyrrolidinyl]-1,2,4-oxadiazol-5-yl}methyl)-3-(1-piperidinyl)propanamide). Yield: 50.0%. Reaction SMILES: C([O:5][C:6]([NH:8][CH2:9][C:10]1[O:14][N:13]=[C:12]([C@@H:15]2[CH2:19][C:18](=[N:20][O:21][CH3:22])[CH2:17][N:16]2[C:23]([C:25]2[CH:30]=[CH:29][C:28]([C:31]3[CH:36]=[CH:35][CH:34]=[CH:33][CH:32]=3)=[CH:27][CH:26]=2)=[O:24])[N:11]=1)=O)(C)(C)C.C(O)(C(F)(F)F)=O.C(Cl)Cl.C(=O)([O-])[O-].[Na+].[Na+].[N:53]1([CH2:59][CH2:60]C(O)=O)[CH2:58][CH2:57][CH2:56][CH2:55][CH2:54]1.C(Cl)CCl>CN(C1C=CN=CC=1)C>[C:28]1([C:31]2[CH:32]=[CH:33][CH:34]=[CH:35][CH:36]=2)[CH:27]=[CH:26][C:25]([C:23]([N:16]2[CH2:17][C:18](=[N:20][O:21][CH3:22])[CH2:19][C@H:15]2[C:12]2[N:11]=[C:10]([CH2:9][NH:8][C:6](=[O:5])[CH2:60][CH2:59][N:53]3[CH2:58][CH2:57][CH2:56][CH2:55][CH2:54]3)[O:14][N:13]=2)=[O:24])=[CH:30][CH:29]=1 |f:1.2,3.4.5|. Procedure: 4-{[(2S,4EZ)-2-(5-{[(tert-butoxycarbonyl)amino]methyl}-1,2,4-oxadiazol-3-yl)-4-(methoxyimino)pyrrolidinyl]carbonyl}-1,1′-biphenyl (Example 50) was treated with a 25% TFA/DCM solution at 0° C. The reaction was monitored by LC/MS and stopped after completion. The reaction was then made basic with sodium carbonate solution (10%) and extracted with DCM. The combined organic phases were dried over magnesium sulfate. Solvent removal afforded a crude product, which was used without purification in the ... The reactants are C[N+](=CCl)C.[Cl-] (Vilsmeier reagent), P(=O)(Cl)(Cl)Cl (phosphorus oxychloride), NC1[C@@H]2N(C(=C(CS2)C=C)C(=O)O)C1=O (7-amino-3-vinyl-3-cephem-4-carboxylic acid), C[Si](C)(C)CC(=O)N (trimethylsilylacetamide), ClCC(C(C(=O)O)=NOCC(=O)OC)=O (4-chloro-2-methoxycarbonylmethoxyimino-3-oxobutyric acid), resultant solution. Run in CN(C=O)C (N,N-dimethylformamide), C(C)(=O)OCC (ethyl acetate), O1CCCC1 (tetrahydrofuran), O (water). The product is ClCC(C(C(=O)NC1[C@@H]2N(C(=C(CS2)C=C)C(=O)O)C1=O)=NOCC(=O)OC)=O (7-(4-chloro-2-methoxycarbonylmethoxyimino-3-oxobutyramido)-3-vinyl-3-cephem-4-carboxylic acid). Yield: 85.0%. RXN SMILES: C[N+](C)=CCl.[Cl-].P(Cl)(Cl)(Cl)=O.[Cl:12][CH2:13][C:14](=[O:26])[C:15](=[N:19][O:20][CH2:21][C:22]([O:24][CH3:25])=[O:23])[C:16]([OH:18])=O.[NH2:27][CH:28]1[C:40](=[O:41])[N:30]2[C:31]([C:37]([OH:39])=[O:38])=[C:32]([CH:35]=[CH2:36])[CH2:33][S:34][C@H:29]12.C[Si](CC(N)=O)(C)C>O1CCCC1.C(OCC)(=O)C.O.CN(C)C=O>[Cl:12][CH2:13][C:14](=[O:26])[C:15](=[N:19][O:20][CH2:21][C:22]([O:24][CH3:25])=[O:23])[C:16]([NH:27][CH:28]1[C:40](=[O:41])[N:30]2[C:31]([C:37]([OH:39])=[O:38])=[C:32]([CH:35]=[CH2:36])[CH2:33][S:34][C@H:29]12)=[O:18] |f:0.1|. Procedure details: Vilsmeier reagent prepared from N,N-dimethylformamide (3.76 ml) and phosphorus oxychloride (4.46 ml) was suspended in dry tetrahydrofuran (50 ml). To the suspension was added 4-chloro-2-methoxycarbonylmethoxyimino-3-oxobutyric acid (syn isomer) (10.5 g), and the mixture was stirred under ice-cooling to prepare the activated acid solution. This solution was added at a time to a solution of 7-amino-3-vinyl-3-cephem-4-carboxylic acid (10 g) and trimethylsilylacetamide (35 g) in ethyl acetate (110 m... Starting materials: FC1=CC=C(C=C1)C(C1CCNCC1)C1=CC=C(C=C1)F (4-[bis(4-fluorophenyl)methyl]piperidine), BrCCOC1=CC=CC=C1 ((2-bromoethoxy)benzene), C([O-])([O-])=O.[Na+].[Na+] (sodium carbonate), oxalate salt, C(CCC)O (1-butanol). The product is C(C(=O)O)(=O)O.FC1=CC=C(C=C1)C(C1CCN(CC1)CCOC1=CC=CC=C1)C1=CC=C(C=C1)F (4-[Bis(4-fluorophenyl)methyl]-1-(2-phenoxyethyl)piperidine oxalate). The yield is 60.3%. RXN SMILES: [F:1][C:2]1[CH:7]=[CH:6][C:5]([CH:8]([C:15]2[CH:20]=[CH:19][C:18]([F:21])=[CH:17][CH:16]=2)[CH:9]2[CH2:14][CH2:13][NH:12][CH2:11][CH2:10]2)=[CH:4][CH:3]=1.Br[CH2:23][CH2:24][O:25][C:26]1[CH:31]=[CH:30][CH:29]=[CH:28][CH:27]=1.[C:32](=[O:35])([O-:34])[O-].[Na+].[Na+].C([OH:42])CCC>>[C:26]([OH:25])(=[O:42])[C:32]([OH:34])=[O:35].[F:21][C:18]1[CH:17]=[CH:16][C:15]([CH:8]([C:5]2[CH:6]=[CH:7][C:2]([F:1])=[CH:3][CH:4]=2)[CH:9]2[CH2:14][CH2:13][N:12]([CH2:23][CH2:24][O:25][C:26]3[CH:31]=[CH:30][CH:29]=[CH:28][CH:27]=3)[CH2:11][CH2:10]2)=[CH:20][CH:19]=1 |f:2.3.4,6.7|. Procedure details: A mixture, 5.83 g (0.02 mole) of 4-[bis(4-fluorophenyl)methyl]piperidine 4.02 g (0.02 mole) of (2-bromoethoxy)benzene and sodium carbonate (3.18 g, 0.03 mole) was heated overnight at gentle reflux in 300 ml of 1-butanol. The reaction was filtered and solvent removed in vacuo. The residue was dissolved in chloroform and extracted with water and 5% sodium hydroxide. Removal of chloroform gave an oil which was converted to the oxalate salt. The salt was recrystallized from methanol-diethyl ether to...